Dataset: the Open Reaction Database (ORD), a public repository of structured organic reaction records. Task: describe an organic reaction: reactants, conditions, products, and yield The reactants are [Cl-].[Al+3].[Cl-].[Cl-] (aluminum chloride), [OH-].[Na+] (sodium hydroxide), ice water, C(C=CC1=CC=CC=C1)(=O)N(C1=CC=CC=C1)C1CCN(CC1)C(C1=CC=CC=C1)=O (N-cinnamoyl-N-(1-benzoyl-4-piperidinyl)aniline). Solvent: ClC1=CC=CC=C1 (chlorobenzene). Product: C(C1=CC=CC=C1)(=O)N1CCC(CC1)N1C(=O)C=CC2=CC=CC=C12 (1-(1-benzoyl-4-piperidinyl)carbostyril). Reaction SMILES: [Cl-].[Al+3].[Cl-].[Cl-].[C:5]([N:15]([CH:22]1[CH2:27][CH2:26][N:25]([C:28](=O)[C:29]2[CH:34]=[CH:33][CH:32]=[CH:31][CH:30]=2)[CH2:24][CH2:23]1)C1C=CC=CC=1)(=[O:14])[CH:6]=[CH:7][C:8]1[CH:13]=[CH:12][CH:11]=[CH:10][CH:9]=1.[OH-:36].[Na+]>ClC1C=CC=CC=1>[C:28]([N:25]1[CH2:24][CH2:23][CH:22]([N:15]2[C:13]3[C:8](=[CH:9][CH:10]=[CH:11][CH:12]=3)[CH:7]=[CH:6][C:5]2=[O:14])[CH2:27][CH2:26]1)(=[O:36])[C:29]1[CH:34]=[CH:33][CH:32]=[CH:31][CH:30]=1 |f:0.1.2.3,5.6|. Procedure: To crushed aluminum chloride (26 g) are added chlorobenzene (26 ml) and N-cinnamoyl-N-(1-benzoyl-4-piperidinyl)aniline (8.7 g) and the mixture is reacted at 110° C. for 1 hour. After cooling, the reaction mixture is poured into ice-water and the mixture is basified with aqueous sodium hydroxide solution. The mixture is extracted with dichloromethane and the solvent is concentrated. The residue is purified by silica gel column chromatography (solvent: methylene chloride) to give 1-(1-benzoyl-4-pi... As a reaction SMILES: [CH2:1]([CH3:2])[O:3][C:4](=[O:5])[c:6]1[n:7][n:8]([CH2:18][c:19]2[cH:20][cH:21][c:22]([I:25])[cH:23][cH:24]2)[c:9]2[c:10]([Cl:17])[cH:11][cH:12][cH:13][c:14]2[c:15]1=[O:16].[CH3:26][O:27][c:28]1[cH:29][cH:30][c:31]([P:32]2(=[S:35])[S:33][P:34]([c:36]3[cH:37][cH:38][c:39]([O:40][CH3:41])[cH:42][cH:43]3)(=[S:44])[S:45]2)[cH:46][cH:47]1.[CH3:48][c:49]1[cH:50][cH:51][cH:52][cH:53][cH:54]1>>[CH2:1]([CH3:2])[O:3][C:4](=[O:5])[c:6]1[n:7][n:8]([CH2:18][c:19]2[cH:20][cH:21][c:22]([I:25])[cH:23][cH:24]2)[c:9]2[c:10]([Cl:17])[cH:11][cH:12][cH:13][c:14]2[c:15]1=[S:35]. Starting materials: CCOC(=O)c1nn(Cc2ccc(I)cc2)c2c(Cl)cccc2c1=O, COc1ccc(P2(=S)SP(=S)(c3ccc(OC)cc3)S2)cc1, Cc1ccccc1. Yields the product CCOC(=O)c1nn(Cc2ccc(I)cc2)c2c(Cl)cccc2c1=S. Reactants: CCn1ncc(Cl)cc1=O, Cc1nc(I)c[nH]1. Product: CCn1ncc(-n2cc(I)nc2C)cc1=O. Reaction SMILES: [Cl:1][c:2]1[cH:3][c:4](=[O:10])[n:5]([CH2:8][CH3:9])[n:6][cH:7]1.[I:11][c:12]1[n:13][c:14]([CH3:17])[nH:15][cH:16]1>>[c:2]1(-[n:15]2[c:14]([CH3:17])[n:13][c:12]([I:11])[cH:16]2)[cH:3][c:4](=[O:10])[n:5]([CH2:8][CH3:9])[n:6][cH:7]1. The reactants are OCCC1CCC2=C(CC1)C(C(=C(C2=O)OC)OC)=O (7-(2-hydroxyethyl)-2,3-dimethoxy-4,5,6,7,8,9-hexahydro-1H-benzo[a]cycloheptene-1,4-dione), COC=1C=C(C=C(C1OC)OC)O (3,4,5-trimethoxyphenol), C1(=CC=CC=C1)P(C1=CC=CC=C1)C1=CC=CC=C1 (triphenylphosphine), N(=NC(=O)OCC)C(=O)OCC (diethyl azodicarboxylate). Solvent: C1CCOC1 (THF), C1CCOC1 (THF). Conditions: time 25 minute. Product: COC1=C(C(C2=C(CCC(CC2)CCOC2=CC(=C(C(=C2)OC)OC)OC)C1=O)=O)OC (2,3-Dimethoxy-7-[2-(3,4,5-trimethoxyphenoxy)ethyl]-4,5,6,7,8,9-hexahydro-1H-benzo[a]cycloheptene-1,4-dione). The yield is 79.9%. Reaction SMILES: [OH:1][CH2:2][CH2:3][CH:4]1[CH2:10][CH2:9][C:8]2[C:11](=[O:20])[C:12]([O:18][CH3:19])=[C:13]([O:16][CH3:17])[C:14](=[O:15])[C:7]=2[CH2:6][CH2:5]1.[CH3:21][O:22][C:23]1[CH:24]=[C:25](O)[CH:26]=[C:27]([O:31][CH3:32])[C:28]=1[O:29][CH3:30].C1(P(C2C=CC=CC=2)C2C=CC=CC=2)C=CC=CC=1.N(C(OCC)=O)=NC(OCC)=O>C1COCC1>[CH3:17][O:16][C:13]1[C:14](=[O:15])[C:7]2[CH2:6][CH2:5][CH:4]([CH2:3][CH2:2][O:1][C:25]3[CH:26]=[C:27]([O:31][CH3:32])[C:28]([O:29][CH3:30])=[C:23]([O:22][CH3:21])[CH:24]=3)[CH2:10][CH2:9][C:8]=2[C:11](=[O:20])[C:12]=1[O:18][CH3:19]. Procedure: To a solution of 7-(2-hydroxyethyl)-2,3-dimethoxy-4,5,6,7,8,9-hexahydro-1H-benzo[a]cycloheptene-1,4-dione (165 mg), 3,4,5-trimethoxyphenol (335 mg), and triphenylphosphine (201 mg) in THF (3 ml) was added a solution of diethyl azodicarboxylate (148 mg) in THF (1 ml) at room temperature. The reaction mixture was stirred at room temperature for 25 min and concentrated. The residue was purified by alumina column chromatography (eluent: ethyl acetate/hexane=1/4) and with recrystallization from ethyl... Starting materials: CCOC(=O)CC1CN=C(c2cc3cccc(N(C)S(=O)(=O)c4ccccn4)c3[nH]2)S1, CO, CCOC(C)=O, Cl, [K+], C1CCOC1, [OH-], O. The product is CN(c1cccc2cc(C3=NCC(CC(=O)O)S3)[nH]c12)S(=O)(=O)c1ccccn1. Reaction SMILES: [CH3:1][N:2]([c:3]1[cH:4][cH:5][cH:6][c:7]2[cH:8][c:9]([C:12]3=[N:16][CH2:15][CH:14]([CH2:17][C:18](=[O:19])[O:20][CH2:21][CH3:22])[S:13]3)[nH:10][c:11]12)[S:23](=[O:24])(=[O:25])[c:26]1[n:27][cH:28][cH:29][cH:30][cH:31]1.[CH3:40][OH:41].[CH3:43][CH2:44][O:45][C:46](=[O:47])[CH3:48].[ClH:34].[K+:33].[O:35]1[CH2:36][CH2:37][CH2:38][CH2:39]1.[OH-:32].[OH2:42]>>[CH3:1][N:2]([c:3]1[cH:4][cH:5][cH:6][c:7]2[cH:8][c:9]([C:12]3=[N:16][CH2:15][CH:14]([CH2:17][C:18](=[O:19])[OH:20])[S:13]3)[nH:10][c:11]12)[S:23](=[O:24])(=[O:25])[c:26]1[n:27][cH:28][cH:29][cH:30][cH:31]1. The reactants are FC1=C(C(=O)O)C(=CC=C1)F (2,6-difluorobenzoic acid), N1C(=NC2=C1C=CC=C2)C2=NNC=C2N (3-(1H-benzimidazol-2-yl)-1H-pyrazol-4-ylamine), C(CCl)Cl (EDC), C=1C=CC2=C(C1)N=NN2O (HOBt). Run in CN(C)C=O (DMF), O (water). Run at time 24 hour. The product is N1C(=NC2=C1C=CC=C2)C2=NNC=C2NC(C2=C(C=CC=C2F)F)=O (N-[3-(1H-benzimidazol-2-yl)-1H-pyrazol-4-yl]-2,6-difluoro-benzamide). The yield is 23.6%. Reaction SMILES: [F:1][C:2]1[CH:10]=[CH:9][CH:8]=[C:7]([F:11])[C:3]=1[C:4]([OH:6])=O.[NH:12]1[C:16]2[CH:17]=[CH:18][CH:19]=[CH:20][C:15]=2[N:14]=[C:13]1[C:21]1[C:25]([NH2:26])=[CH:24][NH:23][N:22]=1.C(Cl)CCl.C1C=CC2N(O)N=NC=2C=1>CN(C=O)C.O>[NH:14]1[C:15]2[CH:20]=[CH:19][CH:18]=[CH:17][C:16]=2[N:12]=[C:13]1[C:21]1[C:25]([NH:26][C:4](=[O:6])[C:3]2[C:7]([F:11])=[CH:8][CH:9]=[CH:10][C:2]=2[F:1])=[CH:24][NH:23][N:22]=1. Procedure: A mixture of 2,6-difluorobenzoic acid (43 mg, 0.28 mmol), 3-(1H-benzimidazol-2-yl)-1H-pyrazol-4-ylamine (50 mg, 0.25 mmol), EDC (58 mg, 0.30 mmol) and HOBt (40.5 mg, 0.30 mmol) in DMF (10 ml) was stirred at ambient temperature for 24 h. The mixture was reduced in vacuo, water (30 ml) added and the resultant solid collected by filtration, dried in the vacuum oven and purified by flash column chromatography [SiO2, EtOAc-petrol (1:2, 1:1, 3:1)] affording N-[3-(1H-benzimidazol-2-yl)-1H-pyrazol-4-yl]... Starting materials: O[C@@H]1CN2CCC1CC2 (3-(S)-Hydroxy-quinuclidine), C1=CC(=CC=C1O)OC2=CC=C(C=C2)O (4,4′-dihydroxydiphenyl ether). Product: N12C[C@@H](C(CC1)CC2)OC2=CC=C(OC1=CC=C(C=C1)O)C=C2 (4-{4-[(3R)-1-azabicyclo[2.2.2]oct-3-yloxy]phenoxy}phenol). As a reaction SMILES: [OH:1][C@H:2]1[CH:7]2[CH2:8][CH2:9][N:4]([CH2:5][CH2:6]2)[CH2:3]1.[CH:10]1[C:15]([OH:16])=[CH:14][CH:13]=[C:12]([O:17][C:18]2[CH:23]=[CH:22][C:21](O)=[CH:20][CH:19]=2)[CH:11]=1>>[N:4]12[CH2:9][CH2:8][CH:7]([CH2:6][CH2:5]1)[C@@H:2]([O:1][C:21]1[CH:22]=[CH:23][C:18]([O:17][C:12]3[CH:13]=[CH:14][C:15]([OH:16])=[CH:10][CH:11]=3)=[CH:19][CH:20]=1)[CH2:3]2. Procedure: 3-(S)-Hydroxy-quinuclidine (the product of Reference Example 2D, 127 mg, 1 mmol) was treated with 4,4′-dihydroxydiphenyl ether (TCl, 202 mg, 1 mmol) according to the procedure of Example 1A. The title compound was purified by chromatography (SiO2, CH2Cl2:MeOH:NH3.H2O, 90:10:1, Rf. 0.2) as oil (48 mg, yield, 15%). 1H NMR (MeOH-d4, 300 MHz) δ 1.40–1.55 (m, 1H), 1.60–1.87 (m, 2H), 1.98–2.15 (m, 1H), 2.20–2.25 (m, 1H), 2.75–2.98 (m, 5H), 3.20–3.30 (m, 1H), 4.45 (m, 1H), 6.62–6.96 (m, 8H) ppm. MS (DC...